Task: describe an organic reaction: reactants, conditions, products, and yield. Dataset: the Open Reaction Database (ORD), a public repository of structured organic reaction records RXN SMILES: [CH3:1][O:2][C:3](=[O:4])[c:5]1[s:6][c:7](-[c:12]2[cH:13][cH:14][c:15]([Cl:18])[cH:16][cH:17]2)[cH:8][c:9]1[CH:10]=[CH2:11].[CH:19]12[CH2:20][CH2:21][CH2:22][CH:23]([BH:24]1)[CH2:25][CH2:26][CH2:27]2.[Na+:31].[O:32]1[CH2:33][CH2:34][CH2:35][CH2:36]1.[OH-:30].[OH:28][OH:29]>>[CH3:1][O:2][C:3](=[O:4])[c:5]1[s:6][c:7](-[c:12]2[cH:13][cH:14][c:15]([Cl:18])[cH:16][cH:17]2)[cH:8][c:9]1[CH2:10][CH2:11][OH:28]. The reactants are C=Cc1cc(-c2ccc(Cl)cc2)sc1C(=O)OC, B1C2CCCC1CCC2, [Na+], C1CCOC1, [OH-], OO. Yields the product COC(=O)c1sc(-c2ccc(Cl)cc2)cc1CCO. The reactants are [H-].C(C(C)C)[Al+]CC(C)C (Diisobutylaluminium hydride), solution, CC1=CC2=C(C(C3=C(CC2)C=C(C=C3)C)=O)C=C1 (10,11-dihydro-2,8-dimethyl-5H-dibenzo[a,d]cyclohepten-5-one). The solvent is O1CCCC1 (tetrahydrofuran), O1CCCC1 (tetrahydrofuran). Reaction conditions: time 2 hour. Product: CC1=CC2=C(C(C3=C(CC2)C=C(C=C3)C)O)C=C1 (10,11-Dihydro-2,8-dimethyl-5H-dibenzo[a,d]cyclohepten-5-ol). RXN SMILES: [H-].C([Al+]CC(C)C)C(C)C.[CH3:11][C:12]1[CH:28]=[CH:27][C:15]2[C:16](=[O:26])[C:17]3[CH:24]=[CH:23][C:22]([CH3:25])=[CH:21][C:18]=3[CH2:19][CH2:20][C:14]=2[CH:13]=1>O1CCCC1>[CH3:11][C:12]1[CH:28]=[CH:27][C:15]2[CH:16]([OH:26])[C:17]3[CH:24]=[CH:23][C:22]([CH3:25])=[CH:21][C:18]=3[CH2:19][CH2:20][C:14]=2[CH:13]=1 |f:0.1|. Reported procedure: Diisobutylaluminium hydride (5.5 ml of a 1M solution in tetrahydrofuran) was added dropwise to 10,11-dihydro-2,8-dimethyl-5H-dibenzo[a,d]cyclohepten-5-one (European Patent, 1993, 0 589 322 A1) (1.2 g) in tetrahydrofuran (20 ml) at-78 ° C. After 1 hour the cooling bath was removed and the reaction was stirred at r.t. for 2 hours. The reaction was quenched with brine and methanol. After 0.5 hours the reaction was partitioned between ethyl acetate and water. The ethyl acetate solution was washed wi... The solvent is C(=O)O (formic acid). Reaction SMILES: C(O[C:6]([N:8]1[CH2:12][CH2:11][CH2:10][C@H:9]1[CH2:13][O:14][C:15]1[CH:16]=[N:17][C:18]([Cl:21])=[CH:19][CH:20]=1)=O)(C)(C)C.C=O>C(O)=O>[Cl:21][C:18]1[N:17]=[CH:16][C:15]([O:14][CH2:13][C@@H:9]2[CH2:10][CH2:11][CH2:12][N:8]2[CH3:6])=[CH:20][CH:19]=1. Yields the product ClC1=CC=C(C=N1)OC[C@H]1N(CCC1)C (6-chloro-3-((1-methyl-2-(S)-pyrrolidinyl)methoxy)pyridine). The reactants are C(C)(C)(C)OC(=O)N1[C@@H](CCC1)COC=1C=NC(=CC1)Cl (3-((1-t-butoxycarbonyl-2-(S)-pyrrolidinyl)methoxy)-6-chloropyridine), C=O (paraformaldehyde). Procedure: A 625 mg sample of 3-((1-t-butoxycarbonyl-2-(S)-pyrrolidinyl)methoxy)-6-chloropyridine, prepared as in Example 45a, was treated with 2 mL of 37% paraformaldehyde and 1 mL of formic acid at reflux for 16 hours. The volatiles were removed by evaporation, and the residue was dissolved in 1 mL of 20% NaOH. The solution was extracted with CH2Cl2 (3X), then the organic layer was dried (Na2SO4) and concentrated. The crude product was purified by chromatography over silica gel, eluting with 100:1 chloro...